This data is from the Open Reaction Database (ORD), a public repository of structured organic reaction records. The task is: describe an organic reaction: reactants, conditions, products, and yield Starting materials: FC1=C(C=CC(=C1)F)[C@]([C@@H](C)S[C@H]1CO[C@@H](OC1)/C=C/C=C/C1=C(C=C(C#N)C=C1)F)(CN1N=CN=C1)O (4-[(1E,3E)-4-[trans-5-[[(1R,2R)-2-(2,4-difluorophenyl)-2-hydroxy-1-methyl-3-(1H-1,2,4-triazol-1-yl)propyl]thio]-1,3-dioxan-2-yl]-1,3-butadienyl]-3-fluorobenzonitrile), [H-].[Na+] (sodium hydride), C(C=C)OP(=O)(OCC=C)OCC=1C(=COC1)C(=O)Cl (4-[[bis(allyloxy)phosphoryl]oxymethyl]-3-furoyl chloride). Product: C(C=C)OP(=O)(OCC=C)OCC=1C(=COC1)C(=O)O[C@@]([C@@H](C)S[C@H]1CO[C@@H](OC1)\C=C\C=C\C1=C(C=C(C=C1)C#N)F)(CN1N=CN=C1)C1=C(C=C(C=C1)F)F ((1R,2R)-2-[[trans-2-[(1E,3E)-4-(4-Cyano-2-fluorophenyl)-1,3-butadienyl]1,3-dioxan-5-yl]thio]1-(2,4-difluorophenyl)-1-[(1H-1,2,4-triazol-1-yl)methyl]propyl 4-[[bis(allyloxy)phosphoryl]oxymethyl]-3-furoate). Yield: 70.0%. Reaction SMILES: [F:1][C:2]1[CH:7]=[C:6]([F:8])[CH:5]=[CH:4][C:3]=1[C@@:9]([OH:38])([CH2:32][N:33]1[CH:37]=[N:36][CH:35]=[N:34]1)[C@H:10]([S:12][C@@H:13]1[CH2:18][O:17][C@@H:16](/[CH:19]=[CH:20]/[CH:21]=[CH:22]/[C:23]2[CH:30]=[CH:29][C:26]([C:27]#[N:28])=[CH:25][C:24]=2[F:31])[O:15][CH2:14]1)[CH3:11].[H-].[Na+].[CH2:41]([O:44][P:45]([O:51][CH2:52][C:53]1[C:54]([C:58](Cl)=[O:59])=[CH:55][O:56][CH:57]=1)([O:47][CH2:48][CH:49]=[CH2:50])=[O:46])[CH:42]=[CH2:43]>>[CH2:48]([O:47][P:45]([O:51][CH2:52][C:53]1[C:54]([C:58]([O:38][C@:9]([C:3]2[CH:4]=[CH:5][C:6]([F:8])=[CH:7][C:2]=2[F:1])([CH2:32][N:33]2[CH:37]=[N:36][CH:35]=[N:34]2)[C@H:10]([S:12][C@@H:13]2[CH2:18][O:17][C@@H:16](/[CH:19]=[CH:20]/[CH:21]=[CH:22]/[C:23]3[CH:30]=[CH:29][C:26]([C:27]#[N:28])=[CH:25][C:24]=3[F:31])[O:15][CH2:14]2)[CH3:11])=[O:59])=[CH:55][O:56][CH:57]=1)([O:44][CH2:41][CH:42]=[CH2:43])=[O:46])[CH:49]=[CH2:50] |f:1.2|. Reported procedure: According to a similar procedure to that described in Example 13-(2), 4-[(1E,3E)-4-[trans-5-[[(1R,2R)-2-(2,4-difluorophenyl)-2-hydroxy-1-methyl-3-(1H-1,2,4-triazol-1-yl)propyl]thio]-1,3-dioxan-2-yl]-1,3-butadienyl]-3-fluorobenzonitrile (690.5 mg, 1.27 mmol) described in Reference example 1, sodium hydride (55% dispersion in mineral oil; 66.5 mg, 1.52 mmol), and crude 4-[[bis(allyloxy)phosphoryl]oxymethyl]-3-furoyl chloride were reacted, and the reaction mixture was worked up to afford, after ext...